This data is from the Open Reaction Database (ORD), a public repository of structured organic reaction records. The task is: describe an organic reaction: reactants, conditions, products, and yield The reactants are [H-].[Na+] (sodium hydride), O1[C-]=NC(C1)=O (2-oxazolidone), CN(C=O)C (N,N-dimethylformamide), C(C)(C)(C)OC(=O)N1C(CN(CC1)C(=O)OC(C)(C)C)CCOS(=O)(=O)C1=CC=C(C)C=C1 (1,4-di(tert-butoxycarbonyl)-2-(2-tosyloxyethyl)piperazine), CN(C=O)C (N,N-dimethylformamide). Reaction conditions: temperature 90 celsius, time 1 hour. The product is C(C)(C)(C)OC(=O)N1C(CN(CC1)C(=O)OC(C)(C)C)CCN1C(OCC1)=O (1,4-Bis(tert-butoxycarbonyl)-2-[2-(2-oxo-1,3-oxazolan-3-yl)ethyl]piperazine). RXN SMILES: [H-].[Na+].[O:3]1[CH2:7][C:6](=O)[N:5]=[C-:4]1.[C:9]([O:13][C:14]([N:16]1[CH2:21][CH2:20][N:19]([C:22]([O:24][C:25]([CH3:28])([CH3:27])[CH3:26])=[O:23])[CH2:18][CH:17]1[CH2:29][CH2:30]OS(C1C=CC(C)=CC=1)(=O)=O)=[O:15])([CH3:12])([CH3:11])[CH3:10].CN(C)C=[O:45]>>[C:9]([O:13][C:14]([N:16]1[CH2:21][CH2:20][N:19]([C:22]([O:24][C:25]([CH3:28])([CH3:27])[CH3:26])=[O:23])[CH2:18][CH:17]1[CH2:29][CH2:30][N:5]1[CH2:6][CH2:7][O:3][C:4]1=[O:45])=[O:15])([CH3:12])([CH3:11])[CH3:10] |f:0.1|. Procedure: To a suspension of sodium hydride (60%, 57 mg) in N,N-dimethylformamide (20 ml), 2-oxazolidone (0.122 g) was added, followed by stirring at 90° C. for 1 hour. A solution of 1,4-di(tert-butoxycarbonyl)-2-(2-tosyloxyethyl)piperazine (0.686 g) in N,N-dimethylformamide (15 ml) was added to the reaction mixture. The resulting mixture was stirred at 90° C. for 4 hours. The reaction mixture was concentrated under reduced pressure. The residue was diluted with ethyl acetate, washed with water and satura...